This data is from the Open Reaction Database (ORD), a public repository of structured organic reaction records. The task is: describe an organic reaction: reactants, conditions, products, and yield Reactants: ClC1=CC(=NC2=CC=CC=C12)N1CCS(C2=C(C1)C=CC(=C2)O)(=O)=O (4-(4-chloroquinolin-2-yl)-2,3,4,5-tetrahydro-1,4-benzothiazepin-8-ol 1,1-dioxide), BrCCCO (3-bromo-propan-1-ol), C([O-])([O-])=O.[K+].[K+] (potassium carbonate). The solvent is CN(C=O)C (N,N-dimethylformamide). Run at temperature 70 celsius, time 2 hour. The product is ClC1=CC(=NC2=CC=CC=C12)N1CCS(C2=C(C1)C=CC(=C2)OCCCO)(=O)=O (3-{[4-(4-Chloroquinolin-2-yl)-1,1-dioxido-2,3,4,5-tetrahydro-1,4-benzothiazepin-8-yl]oxy}propan-1-ol). Isolated yield 97.4%. As a reaction SMILES: [Cl:1][C:2]1[C:11]2[C:6](=[CH:7][CH:8]=[CH:9][CH:10]=2)[N:5]=[C:4]([N:12]2[CH2:18][C:17]3[CH:19]=[CH:20][C:21]([OH:23])=[CH:22][C:16]=3[S:15](=[O:25])(=[O:24])[CH2:14][CH2:13]2)[CH:3]=1.Br[CH2:27][CH2:28][CH2:29][OH:30].C(=O)([O-])[O-].[K+].[K+]>CN(C)C=O>[Cl:1][C:2]1[C:11]2[C:6](=[CH:7][CH:8]=[CH:9][CH:10]=2)[N:5]=[C:4]([N:12]2[CH2:18][C:17]3[CH:19]=[CH:20][C:21]([O:23][CH2:27][CH2:28][CH2:29][OH:30])=[CH:22][C:16]=3[S:15](=[O:25])(=[O:24])[CH2:14][CH2:13]2)[CH:3]=1 |f:2.3.4|. Reported procedure: A mixture of 4-(4-chloroquinolin-2-yl)-2,3,4,5-tetrahydro-1,4-benzothiazepin-8-ol 1,1-dioxide (374.0 mg, 1.0 mmol), 3-bromo-propan-1-ol (0.37 mL, 3.0 mmol) and potassium carbonate (415.0 mg, 3.0 mmol) in N,N-dimethylformamide (1.5 mL) was heated with stirring at 70° C. for 2 hours. After being cooled to room temperature, the resulting mixture was extracted with ethyl acetate (150 mL×2). The combined organic layers were washed with water (50 mL×2) and a saturated aqueous ammonium chloride solutio... Starting materials: COCCOC, CI, [Cl-], [NH4+], CCOC(=O)CC(=O)C(F)(F)F, O. The product is CCOC(=O)C(C)C(=O)C(F)(F)F. RXN SMILES: [CH2:18]([CH2:19][O:20][CH3:21])[O:22][CH3:23].[CH3:13][I:14].[Cl-:15].[NH4+:16].[O:1]=[C:2]([CH2:3][C:4](=[O:5])[O:6][CH2:7][CH3:8])[C:9]([F:10])([F:11])[F:12].[OH2:17]>>[O:1]=[C:2]([CH:3]([C:4](=[O:5])[O:6][CH2:7][CH3:8])[CH3:13])[C:9]([F:10])([F:11])[F:12].